This data is from the Open Reaction Database (ORD), a public repository of structured organic reaction records. The task is: describe an organic reaction: reactants, conditions, products, and yield The reactants are COC(CC=1C(=NN(C1C)C1=CC=CC=C1)C)=O (3,5-dimethyl-1-phenyl-pyrazol-4-acetic acid-methyl-ester), N (ammonia). Solvent: CO (methanol). Reaction conditions: temperature 160 celsius. The product is CC1=NN(C(=C1CC(=O)N)C)C1=CC=CC=C1 (3,5-dimethyl-1-phenyl-pyrazol-4-acetamide). The yield is 81.0%. RXN SMILES: C[O:2][C:3](=O)[CH2:4][C:5]1[C:6]([CH3:17])=[N:7][N:8]([C:11]2[CH:16]=[CH:15][CH:14]=[CH:13][CH:12]=2)[C:9]=1[CH3:10].[NH3:19]>CO>[CH3:17][C:6]1[C:5]([CH2:4][C:3]([NH2:19])=[O:2])=[C:9]([CH3:10])[N:8]([C:11]2[CH:16]=[CH:15][CH:14]=[CH:13][CH:12]=2)[N:7]=1. Reported procedure: 6 grams 3,5-dimethyl-1-phenyl-pyrazol-4-acetic acid-methyl-ester and 80 milliliters ammonia solution in methanol were mixed and the mixture heated in an autoclave to 160° C. for 6 hours. The reaction mixture was evaporated to dryness. 4.6 grams 3,5-dimethyl-1-phenyl-pyrazol-4-acetamide, melting at 160°-170° C., were obtained, representing a yield of 81%. Reactants: O (water), BrC=1C(=C(C=O)C=CC1I)F (3-bromo-2-fluoro-4-iodo-benzaldehyde), C([O-])([O-])=O.[K+].[K+] (potassium carbonate), CC(C)(C)S (2-methylpropane-2-thiol). The solvent is CN(C)C=O (DMF). Reaction conditions: temperature 80 celsius. The product is BrC=1C(=C(C=O)C=CC1I)SC(C)(C)C (3-bromo-2-tert-butylsulfanyl-4-iodo-benzaldehyde). Yield: 62.6%. RXN SMILES: [Br:1][C:2]1[C:3](F)=[C:4]([CH:7]=[CH:8][C:9]=1[I:10])[CH:5]=[O:6].C(=O)([O-])[O-].[K+].[K+].[CH3:18][C:19]([SH:22])([CH3:21])[CH3:20].O>CN(C=O)C>[Br:1][C:2]1[C:3]([S:22][C:19]([CH3:21])([CH3:20])[CH3:18])=[C:4]([CH:7]=[CH:8][C:9]=1[I:10])[CH:5]=[O:6] |f:1.2.3|. Reported procedure: A mixture of 3-bromo-2-fluoro-4-iodo-benzaldehyde (1.3 g, 4.0 mmol), potassium carbonate (0.66 g, 4.7 mmol), and 2-methylpropane-2-thiol (0.53 mL, 4.7 mmol) in dry DMF (2 mL) was heated at 80° C. in a sealed tube for 16 h. The reaction mixture was cooled to RT, water was added, and the mixture was extracted with dichloromethane (2×30 mL). The combined organic fractions were washed with water (60 mL), dried over sodium sulfate, filtered, and concentrated. Purification of the residue by column chr... Reactants: O (Water), C(CC(=O)OCC)(=O)OCC (Diethyl malonate), ClC1=NC2=CC(=C(C=C2C(=N1)Cl)OC)OC (2,4-dichloro-6,7-dimethoxyquinazoline), [H-].[Na+] (sodium hydride). Run in O1CCOCC1 (dioxane). Reaction conditions: time 30 minute. Product: ClC1=NC2=CC(=C(C=C2C(=N1)C(C(=O)OCC)C(=O)OCC)OC)OC (2-chloro-4-[bis(ethoxycarbonyl)methyl]-6,7-dimethoxyquinazoline). RXN SMILES: [C:1]([O:9][CH2:10][CH3:11])(=[O:8])[CH2:2][C:3]([O:5][CH2:6][CH3:7])=[O:4].[H-].[Na+].[Cl:14][C:15]1[N:24]=[C:23](Cl)[C:22]2[C:17](=[CH:18][C:19]([O:28][CH3:29])=[C:20]([O:26][CH3:27])[CH:21]=2)[N:16]=1.O>O1CCOCC1>[Cl:14][C:15]1[N:24]=[C:23]([CH:2]([C:3]([O:5][CH2:6][CH3:7])=[O:4])[C:1]([O:9][CH2:10][CH3:11])=[O:8])[C:22]2[C:17](=[CH:18][C:19]([O:28][CH3:29])=[C:20]([O:26][CH3:27])[CH:21]=2)[N:16]=1 |f:1.2|. Procedure: Diethyl malonate (0.76 mL) was dissolved in dioxane (25 mL), sodium hydride (200 mg) was added, and the mixture was stirred at room temperature for 30 min. Then, 2,4-dichloro-6,7-dimethoxyquinazoline (1.3 g) was added, and the mixture was heated under reflux for 3.5 hrs. Water was added to the reaction mixture, and the mixture was extracted with ethyl acetate. The extract was washed with saturated brine, dried over anhydrous sodium sulfate, and the solvent was evaporated under reduced pressure. ... Isolated yield 85.7%. Product: OCCCC12CCC(CC1)(CC2)C2=NC=1N(C(N(C(C1N2)=O)CCC)=O)CCC (8-[4-(3-Hydroxy-propyl)-bicyclo[2.2.2]oct-1-yl]-1,3-dipropyl-3,7-dihydro-purine-2,6-dione). Procedure details: To a solution of 3-[4-(2,6-dioxo-1,3-dipropyl-2,3,6,7-tetrahydro-1H-purin-8-yl)-bicyclo-[2.2.2]oct-1-yl]-propionic acid (417 mg, 1.0 mmol) in THF (25 ml), cooled to 0° C. with the aid of an ice bath, was added BH3 (1.0 M in THF, 3.0 mmol). The resulting mixture was allowed to reach ambient temperature and stirred for a period of 60 h. Following the addition of MeOH (10 ml), the mixture was concentrated in vacuo to afford a white solid that was dissolved in MeOH (20 ml), stirred at rt for 2 h and... Reaction SMILES: [O:1]=[C:2]1[N:10]([CH2:11][CH2:12][CH3:13])[C:9]2[N:8]=[C:7]([C:14]34[CH2:21][CH2:20][C:17]([CH2:22][CH2:23][C:24](O)=[O:25])([CH2:18][CH2:19]3)[CH2:16][CH2:15]4)[NH:6][C:5]=2[C:4](=[O:27])[N:3]1[CH2:28][CH2:29][CH3:30]>C1COCC1.CO>[OH:25][CH2:24][CH2:23][CH2:22][C:17]12[CH2:16][CH2:15][C:14]([C:7]3[NH:6][C:5]4[C:4](=[O:27])[N:3]([CH2:28][CH2:29][CH3:30])[C:2](=[O:1])[N:10]([CH2:11][CH2:12][CH3:13])[C:9]=4[N:8]=3)([CH2:21][CH2:20]1)[CH2:19][CH2:18]2. Reactants: O=C1N(C(C=2NC(=NC2N1CCC)C12CCC(CC1)(CC2)CCC(=O)O)=O)CCC (3-[4-(2,6-dioxo-1,3-dipropyl-2,3,6,7-tetrahydro-1H-purin-8-yl)-bicyclo-[2.2.2]oct-1-yl]-propionic acid). Run in CO (MeOH), C1CCOC1 (THF), CO (MeOH), C1CCOC1 (THF). Conditions: time 60 hour. The reactants are CC(C)(C)OC(=O)N1CC2N(CC1)C(OC2(C2=CC=CC=C2)C2=CC=CC=C2)=O ((1,1-dimethylethyl)tetrahydro-3-oxo-1,1-diphenyl-3H-oxazolo[3,4-a]pyrazine-7(1H)-carboxylate), FC(C(=O)O)(F)F (trifluoroacetic acid), C(O)([O-])=O.[Na+] (sodium hydrogen carbonate). The solvent is ClCCl (dichloromethane). Reaction conditions: time 2 hour. Yields the product C1(=CC=CC=C1)C1(OC(N2C1CNCC2)=O)C2=CC=CC=C2 (Hexahydro-1,1-diphenyl-3H-oxazolo[3,4-a]pyrazin-3-one). Yield: 98.8%. Reaction SMILES: CC(OC([N:8]1[CH2:13][CH2:12][N:11]2[C:14](=[O:29])[O:15][C:16]([C:23]3[CH:28]=[CH:27][CH:26]=[CH:25][CH:24]=3)([C:17]3[CH:22]=[CH:21][CH:20]=[CH:19][CH:18]=3)[CH:10]2[CH2:9]1)=O)(C)C.FC(F)(F)C(O)=O.C(=O)([O-])O.[Na+]>ClCCl>[C:23]1([C:16]2([C:17]3[CH:18]=[CH:19][CH:20]=[CH:21][CH:22]=3)[CH:10]3[CH2:9][NH:8][CH2:13][CH2:12][N:11]3[C:14](=[O:29])[O:15]2)[CH:28]=[CH:27][CH:26]=[CH:25][CH:24]=1 |f:2.3|. Procedure details: To a solution of (1,1-dimethylethyl)tetrahydro-3-oxo-1,1-diphenyl-3H-oxazolo[3,4-a]pyrazine-7(1H)-carboxylate (2.3 g, 5.5 mmol) in dichloromethane (20 mL) was added trifluoroacetic acid (4 mL), and the mixture was stirred at room temperature for 2 hours. To the reaction solution was added an aqueous saturated sodium hydrogen carbonate solution (10 mL), and the resulting mixture was extracted with ethyl acetate. The extract was washed with water, and then concentrated under reduced pressure. The ...